Dataset: the Open Reaction Database (ORD), a public repository of structured organic reaction records. Task: describe an organic reaction: reactants, conditions, products, and yield The reactants are BrC=1C=CC(=C(C1)O)C(C)(C)C (5-Bromo-2-tert-butylphenol), C(C1=CC=CC=C1)Br (benzyl bromide), C(=O)([O-])[O-].[Cs+].[Cs+] (Cs2CO3). Solvent: C(C)#N (acetonitrile). Reaction conditions: time 64 hour. The product is C(C1=CC=CC=C1)OC1=C(C=CC(=C1)Br)C(C)(C)C (2-(Benzyloxy)-4-bromo-1-(tert-butyl)benzene). The yield is 92.4%. As a reaction SMILES: [Br:1][C:2]1[CH:3]=[CH:4][C:5]([C:9]([CH3:12])([CH3:11])[CH3:10])=[C:6]([OH:8])[CH:7]=1.[CH2:13](Br)[C:14]1[CH:19]=[CH:18][CH:17]=[CH:16][CH:15]=1.C([O-])([O-])=O.[Cs+].[Cs+]>C(#N)C>[CH2:13]([O:8][C:6]1[CH:7]=[C:2]([Br:1])[CH:3]=[CH:4][C:5]=1[C:9]([CH3:12])([CH3:11])[CH3:10])[C:14]1[CH:19]=[CH:18][CH:17]=[CH:16][CH:15]=1 |f:2.3.4|. Reported procedure: 5-Bromo-2-tert-butylphenol (1.08 g, 4.71 mmol), benzyl bromide (0.69 mL, 5.7 mmol) and Cs2CO3(2.3 g, 7.1 mmol) were added to 23.6 mL of acetonitrile and stirred at room temperature for 64 hours. The reaction mixture was filtered and concentrated to dryness. Purification by FCC resulted in title compound (1.39 g, 92%).